Dataset: the Open Reaction Database (ORD), a public repository of structured organic reaction records. Task: describe an organic reaction: reactants, conditions, products, and yield Starting materials: C(C1=CC=CC=C1)OC1=CC=C(C=C1)NC(C1=CC(=C(C=C1)Cl)[N+](=O)[O-])=O (N-(4-Benzyloxy-phenyl)-4-chloro-3-nitro-benzamide), COC=1C=CC(=CC1)P2(=S)SP(=S)(S2)C=3C=CC(=CC3)OC (Lawesson reagent), amide. Solvent: O1CCOCC1 (dioxane). Yields the product C(C1=CC=CC=C1)OC1=CC=C(C=C1)NC(C1=CC(=C(C=C1)Cl)[N+](=O)[O-])=S (N-(4-Benzyloxy-phenyl)-4-chloro-3-nitro-thiobenzamide). Isolated yield 77.0%. As a reaction SMILES: [CH2:1]([O:8][C:9]1[CH:14]=[CH:13][C:12]([NH:15][C:16](=O)[C:17]2[CH:22]=[CH:21][C:20]([Cl:23])=[C:19]([N+:24]([O-:26])=[O:25])[CH:18]=2)=[CH:11][CH:10]=1)[C:2]1[CH:7]=[CH:6][CH:5]=[CH:4][CH:3]=1.COC1C=CC(P2(SP(C3C=CC(OC)=CC=3)(=S)S2)=[S:37])=CC=1>O1CCOCC1>[CH2:1]([O:8][C:9]1[CH:14]=[CH:13][C:12]([NH:15][C:16](=[S:37])[C:17]2[CH:22]=[CH:21][C:20]([Cl:23])=[C:19]([N+:24]([O-:26])=[O:25])[CH:18]=2)=[CH:11][CH:10]=1)[C:2]1[CH:7]=[CH:6][CH:5]=[CH:4][CH:3]=1. Procedure: N-(4-Benzyloxy-phenyl)-4-chloro-3-nitro-benzamide (19.15 g, 50 mmol), Lawesson reagent (11 g, 27 mmol, commercially available) and dioxane (150 ml) were stirred together and heated under reflux for 4 h. When no more starting amide was present, as showed by TLC, the reaction mixture was cooled and the solvent removed under reduced pressure. The crude product was dissolved in minimum boiling toluene to recrystallise. The purified product was filtered and washed with cold toluene and cold hexane to...